From a dataset of the Open Reaction Database (ORD), a public repository of structured organic reaction records. describe an organic reaction: reactants, conditions, products, and yield RXN SMILES: [ClH:1].[ClH:2].[ClH:3].[O:4]1[CH2:5][CH2:6][c:7]2[c:8]([N:13]3[CH2:14][CH2:15][N:16]([CH2:19][CH2:20][CH:21]4[CH2:22][CH2:23][CH:24]([NH2:27])[CH2:25][CH2:26]4)[CH2:17][CH2:18]3)[n:9][cH:10][cH:11][c:12]21.[OH:28][C:29](=[O:30])[CH:31]1[CH2:32][CH2:33]1>>[O:4]1[CH2:5][CH2:6][c:7]2[c:8]([N:13]3[CH2:14][CH2:15][N:16]([CH2:19][CH2:20][CH:21]4[CH2:22][CH2:23][CH:24]([NH:27][C:29](=[O:28])[CH:31]5[CH2:32][CH2:33]5)[CH2:25][CH2:26]4)[CH2:17][CH2:18]3)[n:9][cH:10][cH:11][c:12]21. The reactants are Cl, Cl, Cl, NC1CCC(CCN2CCN(c3nccc4c3CCO4)CC2)CC1, O=C(O)C1CC1. Yields the product O=C(NC1CCC(CCN2CCN(c3nccc4c3CCO4)CC2)CC1)C1CC1. Starting materials: C(C)(CC)[Li] (s-butyl lithium), C1CCCCC1 (cyclohexane), C(=O)=O.CC(=O)C (dry-ice acetone), CN(C)CCN(C)C (TMEDA), CN(C)C=O (DMF), C(=O)=O.CC(=O)C (dry-ice acetone), 1h, ClC1=C(C=CC(=C1)F)C (2-chloro-4-fluorotoluene). Run in C1CCOC1 (THF), C1CCOC1 (THF), CCOCC (ether), C1CCOC1 (THF). Conditions: temperature -30 celsius. The product is FC1=C(C=O)C(=C(C=C1)C)Cl (2-fluoro-5-methyl-6-chlorobenzaldehyde). RXN SMILES: C([Li])(CC)C.C1CCCCC1.[C:12](=[O:14])=O.CC(C)=O.CN(CCN(C)C)C.[Cl:27][C:28]1[CH:33]=[C:32]([F:34])[CH:31]=[CH:30][C:29]=1[CH3:35].CN(C=O)C>C1COCC1.CCOCC>[F:34][C:32]1[CH:31]=[CH:30][C:29]([CH3:35])=[C:28]([Cl:27])[C:33]=1[CH:12]=[O:14] |f:2.3|. Procedure: A solution of 1.3M s-butyl lithium in cyclohexane (75 mL, 98 mmol) is added to a dry-ice/acetone cooled solution of TMEDA (9.67 g, 83 mmol) in THF (90 mL), maintaining the internal reaction temperature <-70° C. The reaction mixture is cooled and maintained at ≤-80° C. with an ether/liquid nitrogen bath while a solution of 2-chloro-4-fluorotoluene (10 g, 69 mmol) in THF (10 mL) is added dropwise. The resulting reaction mixture is stirred with dry-ice/acetone cooling for 1h, then is cannulated int... Reactants: Cl (hydrochloric acid), BrC(C(=O)OC)CC1=CC=C(C=C1)OCCC1=NC=C(C=C1)C(C)OCOC (methyl 2-bromo-3-[4-[2-[5-(1-methoxymethoxyethyl)-2-pyridyl]ethoxy]phenyl]propionate), NC(=S)N (thiourea), C(C)(=O)[O-].[Na+] (sodium acetate). The solvent is C(C)O (ethanol). Product: OC(C)C=1C=CC(=NC1)CCOC1=CC=C(CC2C(NC(S2)=O)=O)C=C1 (5-[4-[2-[5-(1-hydroxyethyl)-2-pyridyl]ethoxy]benzyl]-2,4-thiazolidinedione). Isolated yield 66.6%. Reaction SMILES: Br[CH:2]([CH2:7][C:8]1[CH:13]=[CH:12][C:11]([O:14][CH2:15][CH2:16][C:17]2[CH:22]=[CH:21][C:20]([CH:23]([O:25]COC)[CH3:24])=[CH:19][N:18]=2)=[CH:10][CH:9]=1)[C:3]([O:5]C)=O.[NH2:29][C:30](N)=[S:31].C([O-])(=[O:35])C.[Na+].Cl>C(O)C>[OH:25][CH:23]([C:20]1[CH:21]=[CH:22][C:17]([CH2:16][CH2:15][O:14][C:11]2[CH:10]=[CH:9][C:8]([CH2:7][CH:2]3[S:31][C:30](=[O:35])[NH:29][C:3]3=[O:5])=[CH:13][CH:12]=2)=[N:18][CH:19]=1)[CH3:24] |f:2.3|. Reported procedure: A mixture of methyl 2-bromo-3-[4-[2-[5-(1-methoxymethoxyethyl)-2-pyridyl]ethoxy]phenyl]propionate (27.0 g), thiourea (4.6 g), sodium acetate (4.9 g) and ethanol (250 ml) was heated under reflux for 4 hours. To the reaction mixture was added 2N hydrochloric acid (250 ml). The mixture was further heated under reflux for 20 hours and concentrated under reduced pressure. The residue was neutralized with saturated aqueous sodium bicarbonate solution and extracted with ethyl acetate. The ethyl acetate... Reactants: BrB(Br)Br, COc1ccc(Oc2c(C)cc([N+](=O)[O-])cc2C#N)cc1C(C)C, ClCCl. Yields the product Cc1cc([N+](=O)[O-])cc(C#N)c1Oc1ccc(O)c(C(C)C)c1. As a reaction SMILES: [B:25]([Br:26])([Br:27])[Br:28].[CH:1]([CH3:2])([CH3:3])[c:4]1[cH:5][c:6]([O:7][c:8]2[c:9]([C:10]#[N:11])[cH:12][c:13]([N+:17](=[O:18])[O-:19])[cH:14][c:15]2[CH3:16])[cH:20][cH:21][c:22]1[O:23][CH3:24].[Cl:29][CH2:30][Cl:31]>>[CH:1]([CH3:2])([CH3:3])[c:4]1[cH:5][c:6]([O:7][c:8]2[c:9]([C:10]#[N:11])[cH:12][c:13]([N+:17](=[O:18])[O-:19])[cH:14][c:15]2[CH3:16])[cH:20][cH:21][c:22]1[OH:23]. The reactants are C(C)(=O)NC1=C(C=C(C=C1)S(=O)(=O)Cl)Cl (4-acetamido-3-chlorobenzene-1-sulfonyl chloride), CNC (dimethylamine), Cl (HCl), CO (MeOH). Conditions: time 2.5 hour. Product: NC1=C(C=C(C=C1)S(=O)(=O)N(C)C)Cl (4-Amino-3-chloro-N,N-dimethylbenzenesulfonamide). Yield: 15.8%. As a reaction SMILES: C([NH:4][C:5]1[CH:10]=[CH:9][C:8]([S:11](Cl)(=[O:13])=[O:12])=[CH:7][C:6]=1[Cl:15])(=O)C.[CH3:16][NH:17][CH3:18].Cl.CO>>[NH2:4][C:5]1[CH:10]=[CH:9][C:8]([S:11]([N:17]([CH3:18])[CH3:16])(=[O:13])=[O:12])=[CH:7][C:6]=1[Cl:15]. Procedure details: A suspension of 4-acetamido-3-chlorobenzene-1-sulfonyl chloride (0.96 g, 3.58 mmol) in a dimethylamine solution (2M in MeOH, 5.37 mL, 10.7 mmol) was stirred at room temperature for 2.5 hours. The reaction mixture was concentrated under reduced pressure and the residue was then redissolved in MeOH (17.9 mL). A 1M HCl solution in MeOH (5.37 mL, 5.37 mmol) was added and the reaction mixture was refluxed for 6 hours before being concentrated under reduced pressure. The residue was purified via Biota... The reactants are [OH-].[Na+] (NaOH), ClCC(=O)[O-].[Na+] (sodium chloroacetate), NC(=S)N (thiourea), FC1=CC=C(CCl)C=C1 (p-fluorobenzylchloride), Cl (HCl). Solvent: O (water), C(Cl)Cl (methylene chloride), O (water), C1CCCCC1 (cyclohexane). Yields the product FC1=CC=C(CCC(=S)O)C=C1 (p-Fluorobenzylthioacetic acid). Yield: 90.6%. RXN SMILES: NC(N)=[S:3].[F:5][C:6]1[CH:13]=[CH:12][C:9]([CH2:10]Cl)=[CH:8][CH:7]=1.[OH-].[Na+].Cl[CH2:17][C:18]([O-:20])=O.[Na+].Cl>O.C(Cl)Cl.C1CCCCC1>[F:5][C:6]1[CH:13]=[CH:12][C:9]([CH2:10][CH2:17][C:18]([OH:20])=[S:3])=[CH:8][CH:7]=1 |f:2.3,4.5|. Procedure details: A solution of 15.2 g (0.2 mol) of thiourea in 100 ml of water is introduced into a 1 liter 3-necked flask equipped with a magnetic stirrer, a condenser and dropping funnel, and 28.9 g (0.2 mol) of p-fluorobenzylchloride are introduced, at 50°-60° C., in a single operation. The mixture is heated to reflux and boiling is maintained for about 15 minutes; the solution becomes limpid. Thereafter the mixture is cooled and a solution of 32 g (0.8 mol) of NaOH in water is added dropwise at about 60° C. ... The reactants are C1CCOC1, CCOC(=O)c1cccc(I)c1, CCOC(C)=O, Cl. Yields the product CCOC(=O)CC(=O)c1cccc(I)c1. As a reaction SMILES: [CH2:19]1[O:20][CH2:21][CH2:22][CH2:23]1.[CH2:1]([O:2][C:4]([c:5]1[cH:6][c:7]([I:11])[cH:8][cH:9][cH:10]1)=[O:12])[CH3:3].[CH3:13][CH2:14][O:15][C:16]([CH3:17])=[O:18].[ClH:24]>>[C:4]([c:5]1[cH:6][c:7]([I:11])[cH:8][cH:9][cH:10]1)(=[O:12])[CH2:17][C:16]([O:15][CH2:14][CH3:13])=[O:18]. The reactants are C1(=CC=CC=C1)C1CCNCC1 (4-phenylpiperidine), N1=CC=CC=C1 (pyridine), O1CCCC1 (tetrahydrofuran), C(C)(=O)Cl (acetyl chloride), O1CCCC1 (tetrahydrofuran). Run in O (water), C(C)(=O)OCC (Ethyl acetate). Run at temperature 0 celsius, time 10 minute. The product is C1(=CC=CC=C1)C1CCN(CC1)C(C)=O (1-(4-Phenylpiperidin-1-yl)ethanone). Isolated yield 98.0%. Reaction SMILES: [C:1]1([CH:7]2[CH2:12][CH2:11][NH:10][CH2:9][CH2:8]2)[CH:6]=[CH:5][CH:4]=[CH:3][CH:2]=1.N1C=CC=CC=1.[O:19]1CC[CH2:21][CH2:20]1.C(Cl)(=O)C>O.C(OCC)(=O)C>[C:1]1([CH:7]2[CH2:8][CH2:9][N:10]([C:20](=[O:19])[CH3:21])[CH2:11][CH2:12]2)[CH:6]=[CH:5][CH:4]=[CH:3][CH:2]=1. Reported procedure: A mixture of commercially available 4-phenylpiperidine (10 g, 62 mmol), pyridine (5.7 mL, 70.5 mmol), and tetrahydrofuran (80 mL) was stirred at 0° C. and a mixture of acetyl chloride (5 mL, 70.3 mmol) and tetrahydrofuran (20 mL) was dripped over 10 minutes. The mixture was stirred under nitrogen atmosphere at 25° C. for 14 hours. Ethyl acetate (100 mL) and water (100 mL) were added to the reaction liquid for separation. The aqueous layer was extracted with ethyl acetate (100 mL), then the organ...